This data is from the Open Reaction Database (ORD), a public repository of structured organic reaction records. The task is: describe an organic reaction: reactants, conditions, products, and yield Starting materials: ice water, N1CCOCC1 (Morpholine), Cl.C(C)N=C=NCCCN(C)C (1-ethyl-3-(3-dimethylaminopropyl)carbodiimide hydrochloride), COC=1C(C(=C(C(C1OC)=O)CC=1C=CC(=C(C(=O)O)C1)OC1=CC=CC=C1)C)=O (5-(5,6-dimethoxy-3-methyl-1,4-benzoquinon-2-yl)methyl-2-phenoxybenzoic acid). Solvent: C(Cl)Cl (methylene chloride). Reaction conditions: time 12 hour. The product is COC=1C(C(=C(C(C1OC)=O)CC=1C=CC(=C(C(=O)N2CCOCC2)C1)OC1=CC=CC=C1)C)=O (N-[5-(5,6-Dimethoxy-3-methyl-1,4-benzoquinon-2-yl)methyl-2-phenoxybenzoyl]morpholine). Isolated yield 48.8%. RXN SMILES: [NH:1]1[CH2:6][CH2:5][O:4][CH2:3][CH2:2]1.Cl.C(N=C=NCCCN(C)C)C.[CH3:19][O:20][C:21]1[C:22](=[O:48])[C:23]([CH3:47])=[C:24]([CH2:30][C:31]2[CH:32]=[CH:33][C:34]([O:40][C:41]3[CH:46]=[CH:45][CH:44]=[CH:43][CH:42]=3)=[C:35]([CH:39]=2)[C:36](O)=[O:37])[C:25](=[O:29])[C:26]=1[O:27][CH3:28]>C(Cl)Cl>[CH3:19][O:20][C:21]1[C:22](=[O:48])[C:23]([CH3:47])=[C:24]([CH2:30][C:31]2[CH:32]=[CH:33][C:34]([O:40][C:41]3[CH:46]=[CH:45][CH:44]=[CH:43][CH:42]=3)=[C:35]([CH:39]=2)[C:36]([N:1]2[CH2:6][CH2:5][O:4][CH2:3][CH2:2]2)=[O:37])[C:25](=[O:29])[C:26]=1[O:27][CH3:28] |f:1.2|. Procedure: Morpholine (0.030 g, 0.343 mmol) and 1-ethyl-3-(3-dimethylaminopropyl)carbodiimide hydrochloride (0.099 g, 0.515 mmol) were added to a methylene chloride solution (5 ml) of 5-(5,6-dimethoxy-3-methyl-1,4-benzoquinon-2-yl)methyl-2-phenoxybenzoic acid (0.070 g, 0.172 mmol) and the resulting solution was stirred at room temperature for 12 hours. The reaction solution was poured into ice water and then extracted with methylene chloride. The extract was washed with water and then dried, and the solven... Reactants: COC(CC1=CC(=NC=C1)Cl)=O (methyl(2-chloropyridin-4-yl)acetate), C(#C)C1=CC=C(C=C1)C(F)(F)F (1-ethynyl-4-(trifluoromethyl)benzene), C1(=CC=CC=C1)P(C1=CC=CC=C1)C1=CC=CC=C1 (triphenylphosphine), C(=O)(O)[O-].[Na+] (NaHCO3). Reagents/catalysts: [Cu]I (CuI), [Pd].C1(=CC=CC=C1)P(C1=CC=CC=C1)C1=CC=CC=C1.C1(=CC=CC=C1)P(C1=CC=CC=C1)C1=CC=CC=C1.C1(=CC=CC=C1)P(C1=CC=CC=C1)C1=CC=CC=C1.C1(=CC=CC=C1)P(C1=CC=CC=C1)C1=CC=CC=C1 (tetrakis(triphenylphosphine) palladium (0)). Solvent: CCN(CC)CC (Et3N), O1CCOCC1 (dioxane). Run at temperature 150 celsius. Product: COC(CC1=CC(=NC=C1)C#CC1=CC=C(C=C1)C(F)(F)F)=O (Methyl(2-{[4-(trifluoromethyl)phenyl]ethynyl}pyridin-4-yl)acetate). Yield: 17.3%. As a reaction SMILES: [CH3:1][O:2][C:3](=[O:12])[CH2:4][C:5]1[CH:10]=[CH:9][N:8]=[C:7](Cl)[CH:6]=1.[C:13]([C:15]1[CH:20]=[CH:19][C:18]([C:21]([F:24])([F:23])[F:22])=[CH:17][CH:16]=1)#[CH:14].C1(P(C2C=CC=CC=2)C2C=CC=CC=2)C=CC=CC=1.C([O-])(O)=O.[Na+]>CCN(CC)CC.O1CCOCC1.[Cu]I.[Pd].C1(P(C2C=CC=CC=2)C2C=CC=CC=2)C=CC=CC=1.C1(P(C2C=CC=CC=2)C2C=CC=CC=2)C=CC=CC=1.C1(P(C2C=CC=CC=2)C2C=CC=CC=2)C=CC=CC=1.C1(P(C2C=CC=CC=2)C2C=CC=CC=2)C=CC=CC=1>[CH3:1][O:2][C:3](=[O:12])[CH2:4][C:5]1[CH:10]=[CH:9][N:8]=[C:7]([C:14]#[C:13][C:15]2[CH:20]=[CH:19][C:18]([C:21]([F:22])([F:23])[F:24])=[CH:17][CH:16]=2)[CH:6]=1 |f:3.4,8.9.10.11.12|. Procedure: A mixture of methyl(2-chloropyridin-4-yl)acetate (1 g, 5.4 mmol), 1-ethynyl-4-(trifluoromethyl)benzene (3.6 ml, 22 mmol), triphenylphosphine (141 mg, 0.54 mmol), CuI (105 mg, 0.54 mmol), and tetrakis(triphenylphosphine) palladium (0) (312 mg, 0.54 mmol) in Et3N (5 ml) and dioxane (5 ml) in a sealed microwave vial was heated, under microwave irradiation at 150° C. for 15 minutes. The reaction was treated with NaHCO3 (half saturated and extracted with EtOAc (×2). The extracts were washed with brin... Starting materials: C(#N)C1=CC(=C(C=C(C(=O)OCCC#N)C(C)=O)C=C1)OC (2-Cyanoethyl 2-(4-cyano-2-methoxybenzylidene)-3-oxobutanoate), NC1=CC(NC=C1C)=O (4-amino-5-methylpyridin-2(1H)-one). Run in CC(C)O (2-propanol). Conditions: time 8 hour. Product: C(#N)C1=CC(=C(C=C1)C1C(=C(NC=2C(=CNC(C12)=O)C)C)C(=O)OCCC#N)OC (2-Cyanoethyl 4-(4-cyano-2-methoxyphenyl)-2,8-dimethyl-5-oxo-1,4,5,6-tetrahydro-1,6-naphthyridine-3-carboxylate). As a reaction SMILES: [C:1]([C:3]1[CH:20]=[CH:19][C:6]([CH:7]=[C:8]([C:16](=O)[CH3:17])[C:9]([O:11][CH2:12][CH2:13][C:14]#[N:15])=[O:10])=[C:5]([O:21][CH3:22])[CH:4]=1)#[N:2].[NH2:23][C:24]1[C:29]([CH3:30])=[CH:28][NH:27][C:26](=[O:31])[CH:25]=1>CC(O)C>[C:1]([C:3]1[CH:20]=[CH:19][C:6]([CH:7]2[C:25]3[C:26](=[O:31])[NH:27][CH:28]=[C:29]([CH3:30])[C:24]=3[NH:23][C:16]([CH3:17])=[C:8]2[C:9]([O:11][CH2:12][CH2:13][C:14]#[N:15])=[O:10])=[C:5]([O:21][CH3:22])[CH:4]=1)#[N:2]. Reported procedure: 2.69 g (9.00 mmol) of the compound from Example 24A are introduced into 45 ml of 2-propanol, mixed with 1.17 g (9.00 mmol) of 4-amino-5-methylpyridin-2(1H)-one [Bisagni, E., Hung, N. C., Synthesis, 765-766 (1984)] and then stirred at the reflux temperature overnight. After cooling, the precipitate is filtered off, washed with diethyl ether and dried under high vacuum. 2.22 g (61% of theory) of the title compound are obtained. Solvent: O (water), C(Cl)(Cl)Cl (chloroform), O (water). Procedure details: A stirred mixture of 2.7 g. (0.010 mole) of 2-nitro-3-phenylbenzofuran-7-aldehyde and 20 ml. of diethyl ether is treated with 1.6 g. (0.015 mole) of sodium bisulfite in 10 ml. of water. After 30 minutes, 30 ml. of chloroform is added and then, 30 minutes later, 1.5 g. (0.030 mole) of sodium cyanide in 5 ml. of water is added. One-half hour after that 0.7 g. of sodium bisulfite is added, then, after another 30 minutes, the mixture is cooled at 0° C. for about 16 hours. The organic layer is separa... RXN SMILES: [N+:1]([C:4]1[O:5][C:6]2[C:18]([CH:19]=[O:20])=[CH:17][CH:16]=[CH:15][C:7]=2[C:8]=1[C:9]1[CH:14]=[CH:13][CH:12]=[CH:11][CH:10]=1)([O-:3])=[O:2].C(OCC)C.S(=O)(O)[O-].[Na+].[C-:31]#[N:32].[Na+]>O.C(Cl)(Cl)Cl>[OH:20][CH:19]([C:18]1[C:6]2[O:5][C:4]([N+:1]([O-:3])=[O:2])=[C:8]([C:9]3[CH:14]=[CH:13][CH:12]=[CH:11][CH:10]=3)[C:7]=2[CH:15]=[CH:16][CH:17]=1)[C:31]#[N:32] |f:2.3,4.5|. Reactants: [N+](=O)([O-])C=1OC2=C(C1C1=CC=CC=C1)C=CC=C2C=O (2-nitro-3-phenylbenzofuran-7-aldehyde), S([O-])(O)=O.[Na+] (sodium bisulfite), [C-]#N.[Na+] (sodium cyanide), C(C)OCC (diethyl ether), S([O-])(O)=O.[Na+] (sodium bisulfite). Yields the product OC(C#N)C1=CC=CC=2C(=C(OC21)[N+](=O)[O-])C2=CC=CC=C2 (α-hydroxy-2-nitro-3-phenylbenzofuran-7-acetonitrile). Run at temperature 0 celsius, time 30 minute. The reactants are [Si](C)(C)(C(C)(C)C)OCC(CN(C(C=[N+]=[N-])=O)CC1=C(C=C(C=C1)OC)OC)=C (N-[2-(tert-butyldimethylsilanyloxymethyl)allyl]-2-diazo-N-(2,4-dimethoxybenzyl)acetamide). The reagents and catalysts are CC(=O)[O-].CC(=O)[O-].[Rh+2] (rhodium (II) acetate dimer dihydrate). Solvent: C1(=CC=CC=C1)C(F)(F)F (benzotrifluoride). Run at temperature 50 celsius, time 24 hour. Product: [Si](C)(C)(C(C)(C)C)OCC12CN(C(C2C1)=O)CC1=C(C=C(C=C1)OC)OC (5-(tert-Butyldimethylsilanyloxymethyl)-3-(2,4-dimethoxybenzyl)-3-azabicyclo[3.1.0]hexan-2-one). The yield is 35.4%. Reaction SMILES: [Si:1]([O:8][CH2:9][C:10](=[CH2:29])[CH2:11][N:12]([CH2:18][C:19]1[CH:24]=[CH:23][C:22]([O:25][CH3:26])=[CH:21][C:20]=1[O:27][CH3:28])[C:13](=[O:17])[CH:14]=[N+]=[N-])([C:4]([CH3:7])([CH3:6])[CH3:5])([CH3:3])[CH3:2]>C1(C(F)(F)F)C=CC=CC=1.CC([O-])=O.CC([O-])=O.[Rh+2]>[Si:1]([O:8][CH2:9][C:10]12[CH2:29][CH:14]1[C:13](=[O:17])[N:12]([CH2:18][C:19]1[CH:24]=[CH:23][C:22]([O:25][CH3:26])=[CH:21][C:20]=1[O:27][CH3:28])[CH2:11]2)([C:4]([CH3:7])([CH3:6])[CH3:5])([CH3:3])[CH3:2] |f:2.3.4|. Procedure details: Under argon atmosphere, to a solution of N-[2-(tert-butyldimethylsilanyloxymethyl)allyl]-2-diazo-N-(2,4-dimethoxybenzyl)acetamide (43 mg) in benzotrifluoride (0.4 ml) was added rhodium (II) acetate dimer dihydrate (2.4 mg) at room temperature, and the mixture was stirred at 50° C. for 24 hours. This reaction mixture was concentrated under reduced pressure, the resulting residue was purified by silica gel column chromatography (eluent: n-hexane/ethyl acetate=2/1) to give the titled compound (14.2...